The task is: describe an organic reaction: reactants, conditions, products, and yield. This data is from the Open Reaction Database (ORD), a public repository of structured organic reaction records. The reactants are COCNC(=O)C=1NC(=CC1)C1=CC=CC=C1 (5-phenyl-1H-pyrrole-2-carboxylic acid methoxymethylamide), FC1=CC=C(CBr)C=C1 (4-fluorobenzylbromide), C1CCOC1 (THF), [H-].[Na+] (NaH). The solvent is CCOC(=O)C (EtOAc). Conditions: time 15 minute. Yields the product CON(C(=O)C=1N(C(=CC1)C1=CC=CC=C1)CC1=CC=C(C=C1)F)C (1-(4-fluorobenzyl)-5-phenyl-1H-pyrrole-2-carboxylic acid methoxy-methyl-amide). As a reaction SMILES: CO[CH2:3][NH:4][C:5]([C:7]1[NH:8][C:9]([C:12]2[CH:17]=[CH:16][CH:15]=[CH:14][CH:13]=2)=[CH:10][CH:11]=1)=[O:6].C1C[O:21][CH2:20]C1.[H-].[Na+].[F:25][C:26]1[CH:33]=[CH:32][C:29]([CH2:30]Br)=[CH:28][CH:27]=1>CCOC(C)=O>[CH3:20][O:21][N:4]([CH3:3])[C:5]([C:7]1[N:8]([CH2:30][C:29]2[CH:32]=[CH:33][C:26]([F:25])=[CH:27][CH:28]=2)[C:9]([C:12]2[CH:13]=[CH:14][CH:15]=[CH:16][CH:17]=2)=[CH:10][CH:11]=1)=[O:6] |f:2.3|. Reported procedure: To a 100 mL round bottomed flask containing 5-phenyl-1H-pyrrole-2-carboxylic acid methoxymethylamide AV-6-1 (0.692 g, 3.01 mmol) was added a stirring bar and an argon inlet was attached. THF (15 mL) was added and, when all of the solids had dissolved, NaH-oil suspension (0.132 g of a 60% w/w suspension, 3.31 mmol) was added. This mixture was stirred 15 min at ambient temperature then 4-fluorobenzylbromide (0.41 mL, 3.31 mmol) was added. The resulting mixture was stirred 24 h at ambient temperatu... Starting materials: C1(=CC=CC=C1)P(C1=CC=CC=2C(C3=CC=CC(=C3OC12)P(C1=CC=CC=C1)C1=CC=CC=C1)(C)C)C1=CC=CC=C1 (4,5-bis(diphenylphosphino)-9,9-dimethylxanthene), C([O-])([O-])=O.[Cs+].[Cs+] (cesium carbonate), ClC1=NC=C(C2=C1N=C(S2)C)C=2C=NC=CC2 (4-Chloro-2-methyl-7-pyridin-3-yl-thiazolo[4,5-c]pyridine), NC=1N=C(SC1)C (4-amino-2-methylthiazole). The solvent is O1CCOCC1 (dioxane). Run at temperature 100 celsius, time 1 hour. Yields the product CC=1SC2=C(C(=NC=C2C=2C=NC=CC2)NC=2N=C(SC2)C)N1 ((2-Methyl-7-pyridin-3-yl-thiazolo[4,5-c]pyridin-4-yl)-(2-methyl-thiazol-4-yl)-amine), solid. Yield: 15.0%. As a reaction SMILES: Cl[C:2]1[C:7]2[N:8]=[C:9]([CH3:11])[S:10][C:6]=2[C:5]([C:12]2[CH:13]=[N:14][CH:15]=[CH:16][CH:17]=2)=[CH:4][N:3]=1.[NH2:18][C:19]1[N:20]=[C:21]([CH3:24])[S:22][CH:23]=1.C1(P(C2C=CC=CC=2)C2C3OC4C(=CC=CC=4P(C4C=CC=CC=4)C4C=CC=CC=4)C(C)(C)C=3C=CC=2)C=CC=CC=1.C(=O)([O-])[O-].[Cs+].[Cs+]>O1CCOCC1>[CH3:11][C:9]1[S:10][C:6]2[C:5]([C:12]3[CH:13]=[N:14][CH:15]=[CH:16][CH:17]=3)=[CH:4][N:3]=[C:2]([NH:18][C:19]3[N:20]=[C:21]([CH3:24])[S:22][CH:23]=3)[C:7]=2[N:8]=1 |f:3.4.5|. Reported procedure: 4-Chloro-2-methyl-7-pyridin-3-yl-thiazolo[4,5-c]pyridine (100 mg, 0.38 mmol) and 4-amino-2-methylthiazole (44 mg, 0.38 mmol) (Example C) were dissolved in 3 ml dry dioxane. 4,5-bis(diphenylphosphino)-9,9-dimethylxanthene (44 mg, 0.08 mmol) and cesium carbonate (200 mg, 0.61 mmol) were added and this mixture was evacuated and backfilled with argon several times to remove oxygen from the solution. Tris(dibenzylideneacetone)dipalladium chloroform complex (38 mg, 0.035 mmol) was added and the reacti... Starting materials: CCO, CN1C(=O)CCCc2ccc([N+](=O)[O-])cc21. Yields the product CN1C(=O)CCCc2ccc(N)cc21. Reaction SMILES: [CH3:17][CH2:18][OH:19].[CH3:1][N:2]1[C:3](=[O:16])[CH2:4][CH2:5][CH2:6][c:7]2[c:8]1[cH:9][c:10]([N+:13]([O-:14])=[O:15])[cH:11][cH:12]2>>[CH3:1][N:2]1[C:3](=[O:16])[CH2:4][CH2:5][CH2:6][c:7]2[c:8]1[cH:9][c:10]([NH2:13])[cH:11][cH:12]2. Starting materials: CN(C=O)C (dimethylformamide), O=C1NC=CC(N1)=O (2,4-dioxopyrimidine), BrCC(=O)OCC1=CC=CC=C1 (benzyl bromoacetate), C([O-])([O-])=O.[K+].[K+] (potassium carbonate). Solvent: O (water). Reaction conditions: time 15 hour. Yields the product C(C1=CC=CC=C1)OC(=O)CN1C(NC(C=C1)=O)=O (1-benzyloxycarbonylmethyl-2,4-dioxopyrimidine). The yield is 60.3%. RXN SMILES: CN(C)C=O.[O:6]=[C:7]1[NH:12][C:11](=[O:13])[CH:10]=[CH:9][NH:8]1.Br[CH2:15][C:16]([O:18][CH2:19][C:20]1[CH:25]=[CH:24][CH:23]=[CH:22][CH:21]=1)=[O:17].C(=O)([O-])[O-].[K+].[K+]>O>[CH2:19]([O:18][C:16]([CH2:15][N:8]1[CH:9]=[CH:10][C:11](=[O:13])[NH:12][C:7]1=[O:6])=[O:17])[C:20]1[CH:25]=[CH:24][CH:23]=[CH:22][CH:21]=1 |f:3.4.5|. Reported procedure: To anhydrous dimethylformamide solution (10 ml) containing 2,4-dioxopyrimidine (1.0 g) are added benzyl bromoacetate (2.5 g) and potassium carbonate (2.5 g), and the mixture is stirred at room temperature for 15 hours. The reaction solution is poured into water, and the mixture is extracted with ethyl acetate. The extract is washed with a saturated brine, and dried over anhydrous magnesium sulfate. The solvent is removed by evaporation under reduced pressure, and the precipitated crystals are wa... Reactants: O1[C-]=NC(C1)=O (2-oxazolidone), [H-].[Na+] (sodium hydride), CN(C=O)C (N,N-dimethylformamide), ClC=1C=CC(=C(C#N)C1)F (5-Chloro-2-fluorobenzonitrile). The solvent is [Cl-].[Na+].O (brine). Run at time 5 minute. The product is ClC=1C=CC(=C(C#N)C1)N1C(OCC1)=O (5-chloro-2-(2-oxo-1,3-oxazolidin-3-yl)benzonitrile). Reaction SMILES: [O:1]1[CH2:5][C:4](=O)[N:3]=[C-:2]1.[H-].[Na+].[Cl:9][C:10]1[CH:11]=[CH:12][C:13](F)=[C:14]([CH:17]=1)[C:15]#[N:16].CN(C)C=[O:22]>[Cl-].[Na+].O>[Cl:9][C:10]1[CH:11]=[CH:12][C:13]([N:3]2[CH2:4][CH2:5][O:1][C:2]2=[O:22])=[C:14]([CH:17]=1)[C:15]#[N:16] |f:1.2,5.6.7|. Procedure details: (Step 1) To a solution (of 2-oxazolidone (1.23 g) in N,N-dimethylformamide (20 ml) was added sodium hydride (0.62 g) under ice-cooling, and the mixture was stirred for 5 min. 5-Chloro-2-fluorobenzonitrile (2.0 g) was added, and the mixture was stirred at room temperature for 2 hr. Saturated brine was added to the reaction solution, and the mixture was extracted with ethyl acetate. The organic layer was washed with saturated brine, dried over magnesium sulfate, and filtered. The solvent was evapo... Reactants: CC(C)(C)OC(=O)Nc1ccc(C#Cc2ccccc2F)cc1NC(=O)CC(=O)c1cccc(C#N)c1, ClCCl, O=C(O)C(F)(F)F. Yields the product N#Cc1cccc(C2=Nc3ccc(C#Cc4ccccc4F)cc3NC(=O)C2)c1. As a reaction SMILES: [C:1]([O:2][C:3](=[O:4])[NH:7][c:8]1[c:9]([NH:23][C:24]([CH2:25][C:26](=[O:5])[c:28]2[cH:29][c:30]([C:34]#[N:35])[cH:31][cH:32][cH:33]2)=[O:36])[cH:10][c:11]([C:14]#[C:15][c:16]2[c:17]([F:22])[cH:18][cH:19][cH:20][cH:21]2)[cH:12][cH:13]1)([CH3:6])([CH3:27])[CH3:37].[Cl:45][CH2:46][Cl:47].[F:38][C:39]([F:40])([F:41])[C:42]([OH:43])=[O:44]>>[N:7]1=[C:26]([c:28]2[cH:29][c:30]([C:34]#[N:35])[cH:31][cH:32][cH:33]2)[CH2:25][C:24](=[O:36])[NH:23][c:9]2[c:8]1[cH:13][cH:12][c:11]([C:14]#[C:15][c:16]1[c:17]([F:22])[cH:18][cH:19][cH:20][cH:21]1)[cH:10]2. Starting materials: ClC=1C(=NC(=NC1)NC=1SC(=NN1)N1CCN(CC1)C1=NC=CC=C1)NC1=C(C=C(C=C1)P(=O)(C)C)S(=O)(=O)C(C)C (5-chloro-N4-[4-(dimethylphosphoryl)-2-(propan-2-ylsulfonyl)phenyl]-N2-{5-[4-(pyridin-2-yl)piperazin-1-yl]-1,3,4-thiadiazol-2-yl}pyrimidine-2,4-diamine), C(C1=CC=CC=C1)N (benzylamine). Product: C(C1=CC=CC=C1)NC1=NC=C(C(=N1)NC1=C(C=C(C=C1)P(=O)(C)C)S(=O)(=O)C(C)C)Cl (N2-benzyl-5-chloro-N4-[4-(dimethylphosphoryl)-2-(propan-2-ylsulfonyl)phenyl]pyrimidine-2,4-diamine). As a reaction SMILES: [Cl:1][C:2]1[C:3]([NH:26][C:27]2[CH:32]=[CH:31][C:30]([P:33]([CH3:36])([CH3:35])=[O:34])=[CH:29][C:28]=2[S:37]([CH:40]([CH3:42])[CH3:41])(=[O:39])=[O:38])=[N:4][C:5]([NH:8][C:9]2SC(N3CCN(C4C=CC=CN=4)CC3)=NN=2)=[N:6][CH:7]=1.C(N)[C:44]1[CH:49]=[CH:48][CH:47]=[CH:46][CH:45]=1>>[CH2:9]([NH:8][C:5]1[N:4]=[C:3]([NH:26][C:27]2[CH:32]=[CH:31][C:30]([P:33]([CH3:35])([CH3:36])=[O:34])=[CH:29][C:28]=2[S:37]([CH:40]([CH3:42])[CH3:41])(=[O:38])=[O:39])[C:2]([Cl:1])=[CH:7][N:6]=1)[C:44]1[CH:49]=[CH:48][CH:47]=[CH:46][CH:45]=1. Procedure details: This compound can be prepared as in Example 32 by reacting 2,5-dichloro-N-[4-(dimethylphosphoryl)-2-(propan-2-ylsulfonyl)phenyl]pyrimidin-4-amine (as described in Example 53) with benzylamine. Starting materials: CC(C(C)(C)O1)(C)OB1C2=CN=C(CC#N)C=C2, ClC1=CC2=C(C=CN2)C=C1. Reagents/catalysts: CC(C)(C)C1=CC=C(C=C1)C2=CC=C(C=C2)C(C)(C)C, [O-]P(=O)([O-])[O-].[K+].[K+].[K+], CC(C1=CC(C(C)C)=C(C2=CC=CC=C2P(C3CCCCC3)C4CCCCC4)C(C(C)C)=C1)C.NC5=CC=CC=C5C6=CC=CC=[C-]6.Cl[Pd+]. Run in C1CCOC1, O (water), C1CCOC1. Run at temperature 25 celsius, time 24 hour. The product is N#CCC1=NC=C(C2=CC3=C(C=C2)C=CN3)C=C1. Yield: 51.0%. Reactants: NC1=CC=C(C=C1)N=C(C)N(C)C (N'-(4-aminophenyl)-N,N-dimethylacetamidine), C(C)OC(=O)Cl (chloroformic acid ethyl ester), C(=O)(OCC1=CC=CC=C1)NCC(=O)O (N-(carbobenzoxy)-glycine), CN1CCOCC1 (N-methylmorpholine). The solvent is O1CCCC1 (tetrahydrofuran), O1CCCC1 (tetrahydrofuran). Reaction conditions: temperature -10 celsius, time 10 minute. Product: C(=O)(OCC1=CC=CC=C1)NCC(=O)NC1=CC=C(C=C1)N=C(C)N(C)C (N'-[4-(carbobenzoxyglycylamino)-phenyl]-N,N-dimethylacetamidine). Isolated yield 56.0%. Reaction SMILES: C(OC(Cl)=O)C.[C:7]([NH:17][CH2:18][C:19]([OH:21])=O)([O:9][CH2:10][C:11]1[CH:16]=[CH:15][CH:14]=[CH:13][CH:12]=1)=[O:8].CN1CCOCC1.[NH2:29][C:30]1[CH:35]=[CH:34][C:33]([N:36]=[C:37]([N:39]([CH3:41])[CH3:40])[CH3:38])=[CH:32][CH:31]=1>O1CCCC1>[C:7]([NH:17][CH2:18][C:19]([NH:29][C:30]1[CH:31]=[CH:32][C:33]([N:36]=[C:37]([N:39]([CH3:40])[CH3:41])[CH3:38])=[CH:34][CH:35]=1)=[O:21])([O:9][CH2:10][C:11]1[CH:12]=[CH:13][CH:14]=[CH:15][CH:16]=1)=[O:8]. Procedure details: 22.8 g (0.21 mol) of chloroformic acid ethyl ester were added dropwise at -15° C to a solution of 41.8 g (0.2 mol) of N-(carbobenzoxy)-glycine and 21.3 g (0.21 mol) of N-methylmorpholine in 250 ml of absolute tetrahydrofuran. The mixture was stirred for 10 minutes at -10° C and was then filtered. A solution of 33.7 g (0.19 mol) of N'-(4-aminophenyl)-N,N-dimethylacetamidine in 100 ml of absolute tetrahydrofuran was added dropwise to the filtrate at -10° C. The mixture was then stirred for 30 minu... Reactants: Nc1cccc(Br)n1, CC(=O)O[BH-](OC(C)=O)OC(C)=O, CC1CC(C=O)CC(C)O1, CC(=O)O, CCOC(C)=O, ClCCl, [Na+]. The product is CC1CC(CNc2cccc(Br)n2)CC(C)O1. As a reaction SMILES: [Br:11][c:12]1[cH:13][cH:14][cH:15][c:16]([NH2:18])[n:17]1.[C:19]([O:20][BH-:21]([O:22][C:23](=[O:24])[CH3:25])[O:26][C:27](=[O:28])[CH3:29])(=[O:30])[CH3:31].[CH3:1][CH:2]1[O:3][CH:4]([CH3:10])[CH2:5][CH:6]([CH:8]=[O:9])[CH2:7]1.[CH3:33][C:34](=[O:35])[OH:36].[CH3:40][CH2:41][O:42][C:43](=[O:44])[CH3:45].[Cl:37][CH2:38][Cl:39].[Na+:32]>>[CH3:1][CH:2]1[O:3][CH:4]([CH3:10])[CH2:5][CH:6]([CH2:8][NH:18][c:16]2[cH:15][cH:14][cH:13][c:12]([Br:11])[n:17]2)[CH2:7]1.